This data is from the Open Reaction Database (ORD), a public repository of structured organic reaction records. The task is: describe an organic reaction: reactants, conditions, products, and yield Starting materials: CC(C)(C)OC(=O)C(C)(C)Br, O=C([O-])[O-], CCOC(=O)Cc1csc(S)n1, CN(C)C=O, [K+], [K+], O. Yields the product CCOC(=O)Cc1csc(SC(C)(C)C(=O)OC(C)(C)C)n1. RXN SMILES: [Br:13][C:14]([C:15](=[O:16])[O:17][C:18]([CH3:19])([CH3:20])[CH3:21])([CH3:22])[CH3:23].[C:24](=[O:25])([O-:26])[O-:27].[CH2:1]([CH3:2])[O:3][C:4]([CH2:5][c:6]1[n:7][c:8]([SH:11])[s:9][cH:10]1)=[O:12].[CH3:31][N:32]([CH3:33])[CH:34]=[O:35].[K+:28].[K+:29].[OH2:30]>>[CH2:1]([CH3:2])[O:3][C:4]([CH2:5][c:6]1[n:7][c:8]([S:11][C:14]([C:15](=[O:16])[O:17][C:18]([CH3:19])([CH3:20])[CH3:21])([CH3:22])[CH3:23])[s:9][cH:10]1)=[O:12]. The reactants are C(C)NCC (diethylamine), C(C)(=O)NC1=C(CBr)C=C(C=C1CCBr)Br (2-acetylamino-5-bromo-3-bromoethyl-benzyl bromide). Solvent: C(Cl)(Cl)(Cl)Cl (carbon tetrachloride). Yields the product C(C)(=O)NC1=C(C(N(CC)CC)C)C=C(C=C1N(CC)CC)Br (2-acetylamino-5-bromo-N,N-diethyl-3-diethylamino-methyl-benzylamine). Reaction SMILES: [CH2:1]([NH:3][CH2:4][CH3:5])[CH3:2].[C:6]([NH:9][C:10]1[C:17]([CH2:18][CH2:19]Br)=[CH:16][C:15]([Br:21])=[CH:14][C:11]=1CBr)(=[O:8])[CH3:7]>C(Cl)(Cl)(Cl)Cl>[C:6]([NH:9][C:10]1[C:11]([N:3]([CH2:4][CH3:5])[CH2:1][CH3:2])=[CH:14][C:15]([Br:21])=[CH:16][C:17]=1[CH:18]([CH3:19])[N:3]([CH2:4][CH3:5])[CH2:1][CH3:2])(=[O:8])[CH3:7]. Procedure details: 24 gm of diethylamine were added to a solution of 16.5 gm of 2-acetylamino-5-bromo-3-bromoethyl-benzyl bromide in 1.6 liters of carbon tetrachloride, and the mixture was refluxed for 1 hour. Subsequently, the reaction solution was evaporated, the residue was dissolved in 0.7 liter of 2 N hydrochloric acid, and the solution was extracted twice with chloroform. The hydrochloric acid phase was made alkaline with concentrated ammonia and extracted three times with chloroform. The organic phase was d... The reactants are ClC=1C=C(C=O)C=CC1 (3-chlorobenzaldehyde), C(C)OC(CC(=O)CN1C(C=2C(C1=O)=CC=CC2)=O)=O (phthalimidoacetoacetic acid ethyl ester), C(C)OC(\C=C(\C)/N)=O (β-aminocrotonic acid ethyl ester). Run in C(C)O (ethanol). Yields the product C(C)OC(=O)C1=C(NC(=C(C1C1=CC(=CC=C1)Cl)C(=O)OCC)C)CN1C(C=2C(C1=O)=CC=CC2)=O (2-Phthalimidomethyl-6-methyl-4-(3'-chlorophenyl)-1,4-dihydropyridine-3,5-dicarboxylic acid diethyl ester). Yield: 55.0%. RXN SMILES: [Cl:1][C:2]1[CH:3]=[C:4]([CH:7]=[CH:8][CH:9]=1)[CH:5]=O.[CH2:10]([O:12][C:13](=[O:29])[CH2:14][C:15]([CH2:17][N:18]1[C:22](=[O:23])[C:21]2=[CH:24][CH:25]=[CH:26][CH:27]=[C:20]2[C:19]1=[O:28])=O)[CH3:11].[CH2:30]([O:32][C:33](=[O:38])/[CH:34]=[C:35](\[NH2:37])/[CH3:36])[CH3:31]>C(O)C>[CH2:10]([O:12][C:13]([C:14]1[CH:5]([C:4]2[CH:7]=[CH:8][CH:9]=[C:2]([Cl:1])[CH:3]=2)[C:34]([C:33]([O:32][CH2:30][CH3:31])=[O:38])=[C:35]([CH3:36])[NH:37][C:15]=1[CH2:17][N:18]1[C:22](=[O:23])[C:21]2=[CH:24][CH:25]=[CH:26][CH:27]=[C:20]2[C:19]1=[O:28])=[O:29])[CH3:11]. Procedure: 28 g of 3-chlorobenzaldehyde, 56 g of phthalimidoacetoacetic acid ethyl ester and 25.8 g of β-aminocrotonic acid ethyl ester in 250 ccs of ethanol are heated to the boil under reflux for 3×24 hours, the mixture is allowed to cool, whilst stirring, and, after filtering, light yellow crystals of melting point 135°-136° C. are obtained, yield: 55%. Starting materials: FC=1C=C(C=C(C1NS(=O)(=O)C)F)C(C)NC(=O)C=1N=C(OC1)Cl (2-Chloro-oxazole-4-carboxylic acid [1-(3,5-difluoro-4-methanesulfonylamino-phenyl)-ethyl]-amide), FC(C1=CC(=NC=C1)O)(F)F (4-trifluoromethyl-pyridin-2-ol). Product: FC=1C=C(C=C(C1NS(=O)(=O)C)F)C(C)NC(=O)C=1N=C(OC1)OC1=NC=CC(=C1)C(F)(F)F (2-(4-Tri fluoromethyl-pyridin-2-yloxy)-oxazole-4-carboxylic acid [1-(3,5-difluoro-4-methanesulfonylamino-phenyl)-ethyl]-amide). Yield: 30.4%. RXN SMILES: [F:1][C:2]1[CH:3]=[C:4]([CH:14]([NH:16][C:17]([C:19]2[N:20]=[C:21](Cl)[O:22][CH:23]=2)=[O:18])[CH3:15])[CH:5]=[C:6]([F:13])[C:7]=1[NH:8][S:9]([CH3:12])(=[O:11])=[O:10].[F:25][C:26]([F:35])([F:34])[C:27]1[CH:32]=[CH:31][N:30]=[C:29]([OH:33])[CH:28]=1>>[F:1][C:2]1[CH:3]=[C:4]([CH:14]([NH:16][C:17]([C:19]2[N:20]=[C:21]([O:33][C:29]3[CH:28]=[C:27]([C:26]([F:34])([F:25])[F:35])[CH:32]=[CH:31][N:30]=3)[O:22][CH:23]=2)=[O:18])[CH3:15])[CH:5]=[C:6]([F:13])[C:7]=1[NH:8][S:9]([CH3:12])(=[O:11])=[O:10]. Reported procedure: 2-Chloro-oxazole-4-carboxylic acid [1-(3,5-difluoro-4-methanesulfonylamino-phenyl)-ethyl]-amide (50 mg, 0.13 mmol) was reacted with 4-trifluoromethyl-pyridin-2-ol (43 mg, 0.26 mmol) to give the title compound (20 mg, 30%) after purification by column chromatography (gradient 12% to 100% EtOAc in n-hexane).